This data is from the Open Reaction Database (ORD), a public repository of structured organic reaction records. The task is: describe an organic reaction: reactants, conditions, products, and yield Reactants: O=C([O-])[O-], COc1ccc(CCl)cc1, Clc1nc2ccccc2[nH]1, [K+], [K+], CN(C)C=O, O. The product is COc1ccc(Cn2c(Cl)nc3ccccc32)cc1. As a reaction SMILES: [C:21](=[O:22])([O-:23])[O-:24].[Cl:11][CH2:12][c:13]1[cH:14][cH:15][c:16]([O:19][CH3:20])[cH:17][cH:18]1.[Cl:1][c:2]1[n:3][c:4]2[c:5]([nH:6]1)[cH:7][cH:8][cH:9][cH:10]2.[K+:25].[K+:26].[O:27]=[CH:28][N:29]([CH3:30])[CH3:31].[OH2:32]>>[Cl:1][c:2]1[n:3][c:4]2[c:5]([n:6]1[CH2:12][c:13]1[cH:14][cH:15][c:16]([O:19][CH3:20])[cH:17][cH:18]1)[cH:7][cH:8][cH:9][cH:10]2. The reactants are FC=1C(=C(C(=O)OC)C=C(C1F)[N+](=O)[O-])NC1=C(C=C(C=C1)I)F (methyl 3,4-difluoro-2-(2-fluoro-4-iodophenylamino)-5-nitrobenzoate), C(C=C)N (allylamine), CO (MeOH), O (H2O). Run in C1CCOC1 (THF). Run at time 30 minute. Yields the product C(C=C)NC1=C(C(=C(C(=O)OC)C=C1[N+](=O)[O-])NC1=C(C=C(C=C1)I)F)F (Methyl 4-(allylamino)-3-fluoro-2-(2-fluoro-4-iodophenylamino)-5-nitrobenzoate). Reaction SMILES: [F:1][C:2]1[C:3]([NH:16][C:17]2[CH:22]=[CH:21][C:20]([I:23])=[CH:19][C:18]=2[F:24])=[C:4]([CH:9]=[C:10]([N+:13]([O-:15])=[O:14])[C:11]=1F)[C:5]([O:7][CH3:8])=[O:6].[CH2:25]([NH2:28])[CH:26]=[CH2:27].CO.O>C1COCC1>[CH2:25]([NH:28][C:11]1[C:10]([N+:13]([O-:15])=[O:14])=[CH:9][C:4]([C:5]([O:7][CH3:8])=[O:6])=[C:3]([NH:16][C:17]2[CH:22]=[CH:21][C:20]([I:23])=[CH:19][C:18]=2[F:24])[C:2]=1[F:1])[CH:26]=[CH2:27]. Procedure details: A suspension of methyl 3,4-difluoro-2-(2-fluoro-4-iodophenylamino)-5-nitrobenzoate (3.9 g, 8.62 mmoles) and allylamine (3.5 ml, 43 mmoles) in a mixture of THF (10 ml), MeOH (10 ml) and H2O (2.5 ml) is stirred at room temperature for 30 min. The yellow suspension is filtered and washed with hexane to remove the excess of allylamine. The resulting solid is dried under vacuum to obtain the title compound. Reagents/catalysts: [Pd] (palladium on carbon). Starting materials: FC(S(=O)(=O)OC1=CC2=C(C(C(CO2)=CC2=CC=CC=C2)=O)C=C1)(F)F (7-[(Trifluoromethylsulfonyl)oxy]-3-phenymethylene-benzopyran-4-one), [H][H] (hydrogen). Reaction SMILES: [F:1][C:2]([F:26])([F:25])[S:3]([O:6][C:7]1[CH:24]=[CH:23][C:10]2[C:11](=[O:22])[C:12](=[CH:15][C:16]3[CH:21]=[CH:20][CH:19]=[CH:18][CH:17]=3)[CH2:13][O:14][C:9]=2[CH:8]=1)(=[O:5])=[O:4].[H][H]>C(OCC)(=O)C.[Pd]>[F:26][C:2]([F:1])([F:25])[S:3]([O:6][C:7]1[CH:24]=[CH:23][C:10]2[C:11](=[O:22])[C:12]([CH2:15][C:16]3[CH:21]=[CH:20][CH:19]=[CH:18][CH:17]=3)=[CH:13][O:14][C:9]=2[CH:8]=1)(=[O:4])=[O:5]. Reported procedure: To a solution of the compound of step D (26.6 g, 69.2 mmole) in 250 mL of ethyl acetate in a 500 mL Parr shaker flask was added 10% palladium on carbon catalyst (1.3 g). The mixture was hydrogenated at 40 psi until hydrogen uptake ceased after about 3 hours. The mixture was filtered through celite (a tradename for diatamaceous earth) to remove the palladium catalyst, and chromatographed over silica gel (hexane-ether); 25.1 g (94% yield) of the title product was obtained The product is FC(S(=O)(=O)OC1=CC2=C(C(C(=CO2)CC2=CC=CC=C2)=O)C=C1)(F)F (7-[(Trifluoromethylsulfonyl)oxy]-3-phenylmethyl-benzopyran-4-one). Yield: 94.4%. Solvent: C(C)(=O)OCC (ethyl acetate). Run at time 3 hour. Reactants: [Al+3], [Cl-], [Cl-], [Cl-], ClCCl, [Na+], [OH-], O=C(Nc1ccccc1)c1ncccc1CCc1cccc(Cl)c1. The product is O=C1c2ccc(Cl)cc2CCc2cccnc21. Reaction SMILES: [Al+3:26].[Cl-:25].[Cl-:27].[Cl-:28].[Cl:31][CH2:32][Cl:33].[Na+:30].[OH-:29].[c:1]1([NH:2][C:8](=[O:9])[c:10]2[n:11][cH:12][cH:13][cH:14][c:15]2[CH2:16][CH2:17][c:18]2[cH:19][c:20]([Cl:24])[cH:21][cH:22][cH:23]2)[cH:3][cH:4][cH:5][cH:6][cH:7]1>>[C:8]1(=[O:9])[c:10]2[n:11][cH:12][cH:13][cH:14][c:15]2[CH2:16][CH2:17][c:18]2[cH:19][c:20]([Cl:24])[cH:21][cH:22][c:23]21. Reactants: O=C([O-])[O-], CN(C)C=O, Oc1ccc(F)c(F)c1, CCI, [K+], [K+]. The product is CCOc1ccc(F)c(F)c1. RXN SMILES: [C:10](=[O:11])([O-:12])[O-:13].[CH3:19][N:20]([CH3:21])[CH:22]=[O:23].[F:1][c:2]1[cH:3][c:4]([OH:9])[cH:5][cH:6][c:7]1[F:8].[I:16][CH2:17][CH3:18].[K+:14].[K+:15]>>[F:1][c:2]1[cH:3][c:4]([O:9][CH2:17][CH3:18])[cH:5][cH:6][c:7]1[F:8]. The product is CC(O)(C(=O)Nc1ccc(S(=O)(=O)c2ccc(C(=O)NCCO)cc2)cc1Cl)C(F)(F)F. Reactants: O=C(n1ccnc1)n1ccnc1, CCOC(C)=O, CC(O)(C(=O)Nc1ccc(S(=O)(=O)c2ccc(C(=O)O)cc2)cc1Cl)C(F)(F)F, NCCO, CN(C)C=O. RXN SMILES: [C:1]([n:2]1[cH:3][cH:4][n:5][cH:6]1)([n:7]1[cH:8][cH:9][n:10][cH:11]1)=[O:12].[CH3:51][CH2:52][O:53][C:54](=[O:55])[CH3:56].[Cl:13][c:14]1[c:15]([NH:32][C:33]([C:34]([C:35]([F:36])([F:37])[F:38])([CH3:39])[OH:40])=[O:41])[cH:16][cH:17][c:18]([S:20](=[O:21])(=[O:22])[c:23]2[cH:24][cH:25][c:26]([C:29](=[O:30])[OH:31])[cH:27][cH:28]2)[cH:19]1.[NH2:42][CH2:43][CH2:44][OH:45].[O:46]=[CH:47][N:48]([CH3:49])[CH3:50]>>[Cl:13][c:14]1[c:15]([NH:32][C:33]([C:34]([C:35]([F:36])([F:37])[F:38])([CH3:39])[OH:40])=[O:41])[cH:16][cH:17][c:18]([S:20](=[O:21])(=[O:22])[c:23]2[cH:24][cH:25][c:26]([C:29](=[O:31])[NH:42][CH2:43][CH2:44][OH:45])[cH:27][cH:28]2)[cH:19]1. The reactants are [OH-].[Na+] (NaOH), COC1=CC(=C(C(=C1)C)S(=O)(=O)N1C(CCCC1)COCC(=O)OC(C)(C)C)C (tert.-butyl 2-((1-(4-methoxy-2,6-dimethylphenylsulfonyl)piperidin-2-yl)methoxy)acetate). The solvent is C1CCOC1 (THF), CO (methanol). Product: COC1=CC(=C(C(=C1)C)S(=O)(=O)N1C(CCCC1)COCC(=O)O)C (2-((1-(4-methoxy-2,6-dimethylphenyl-sulfonyl)piperidin-2-yl)methoxy)acetic acid). As a reaction SMILES: [OH-].[Na+].[CH3:3][O:4][C:5]1[CH:10]=[C:9]([CH3:11])[C:8]([S:12]([N:15]2[CH2:20][CH2:19][CH2:18][CH2:17][CH:16]2[CH2:21][O:22][CH2:23][C:24]([O:26]C(C)(C)C)=[O:25])(=[O:14])=[O:13])=[C:7]([CH3:31])[CH:6]=1>C1COCC1.CO>[CH3:3][O:4][C:5]1[CH:10]=[C:9]([CH3:11])[C:8]([S:12]([N:15]2[CH2:20][CH2:19][CH2:18][CH2:17][CH:16]2[CH2:21][O:22][CH2:23][C:24]([OH:26])=[O:25])(=[O:14])=[O:13])=[C:7]([CH3:31])[CH:6]=1 |f:0.1|. Procedure details: NaOH (6 M, 200 ml, 1200 mmole) was added to a solution of tert.-butyl 2-((1-(4-methoxy-2,6-dimethylphenylsulfonyl)piperidin-2-yl)methoxy)acetate (26.8 g, 62.7 mmole) in THF (200 ml) and methanol (200 ml). The reaction mixture was stirred at RT. After 1 hour the organic solvent was distilled off on a rotary evaporator and HCl (6 M, 210 ml) was added at 0° C. The aqueous phase was extracted with DCM (200 ml) and ethyl acetate (200 ml). The combined organic phases were dried over sodium sulfate and...